From a dataset of the Open Reaction Database (ORD), a public repository of structured organic reaction records. describe an organic reaction: reactants, conditions, products, and yield The reactants are Oc1ccc2cc(Br)ccc2c1, C=CC#N, Cc1ccccc1, [Na+], [OH-]. Yields the product N#CCCc1c(O)ccc2cc(Br)ccc12. Reaction SMILES: [Br:1][c:2]1[cH:3][c:4]2[cH:5][cH:6][c:7]([OH:12])[cH:8][c:9]2[cH:10][cH:11]1.[CH2:15]=[CH:16][C:17]#[N:18].[CH3:19][c:20]1[cH:21][cH:22][cH:23][cH:24][cH:25]1.[Na+:14].[OH-:13]>>[Br:1][c:2]1[cH:3][c:4]2[cH:5][cH:6][c:7]([OH:12])[c:8]([CH2:15][CH2:16][C:17]#[N:18])[c:9]2[cH:10][cH:11]1. The reactants are ClCCl, CCOC(=O)C(F)(F)F, NCCCCCCO, O. Yields the product O=C(NCCCCCCO)C(F)(F)F. Reaction SMILES: [Cl:19][CH2:20][Cl:21].[F:9][C:10]([C:11](=[O:12])[O:13][CH2:14][CH3:15])([F:16])[F:17].[NH2:1][CH2:2][CH2:3][CH2:4][CH2:5][CH2:6][CH2:7][OH:8].[OH2:18]>>[NH:1]([CH2:2][CH2:3][CH2:4][CH2:5][CH2:6][CH2:7][OH:8])[C:11]([C:10]([F:9])([F:16])[F:17])=[O:12]. The reactants are BrC1=C2C=C(NC2=CC=C1)C(=O)O (4-Bromo-1H-indole-2-carboxylic acid), Cl.Cl.Cl.NC1CCN(CC1)CCN1CCC(CC1)O (1-[2-(4-Amino-piperidin-1-yl)-ethyl]-piperidin-4-ol tri-hydrochloride). The product is OC1CCN(CC1)CCN1CCC(CC1)NC(=O)C=1NC2=CC=CC(=C2C1)Br (4-Bromo-1H-indole-2-carboxylic acid {1-[2-(4-hydroxy-piperidin-1-yl)-ethyl]-piperidin-4-yl}-amide). As a reaction SMILES: [Br:1][C:2]1[CH:10]=[CH:9][CH:8]=[C:7]2[C:3]=1[CH:4]=[C:5]([C:11]([OH:13])=O)[NH:6]2.Cl.Cl.Cl.[NH2:17][CH:18]1[CH2:23][CH2:22][N:21]([CH2:24][CH2:25][N:26]2[CH2:31][CH2:30][CH:29]([OH:32])[CH2:28][CH2:27]2)[CH2:20][CH2:19]1>>[OH:32][CH:29]1[CH2:28][CH2:27][N:26]([CH2:25][CH2:24][N:21]2[CH2:20][CH2:19][CH:18]([NH:17][C:11]([C:5]3[NH:6][C:7]4[C:3]([CH:4]=3)=[C:2]([Br:1])[CH:10]=[CH:9][CH:8]=4)=[O:13])[CH2:23][CH2:22]2)[CH2:31][CH2:30]1 |f:1.2.3.4|. Reported procedure: This compound is synthesized from 4-Bromo-1H-indole-2-carboxylic acid and amine 21 analogously to the method described for 194 (see example 156). The reactants are O=C([O-])[O-], CI, CN(C)C=O, Clc1ccc(N2CCN(CCCc3c[nH]c4c3CCCC4)CC2)cc1, [K+], [K+]. The product is Cn1cc(CCCN2CCN(c3ccc(Cl)cc3)CC2)c2c1CCCC2. As a reaction SMILES: [C:26](=[O:27])([O-:28])[O-:29].[CH3:32][I:33].[CH3:34][N:35]([CH3:36])[CH:37]=[O:38].[Cl:1][c:2]1[cH:3][cH:4][c:5]([N:8]2[CH2:9][CH2:10][N:11]([CH2:14][CH2:15][CH2:16][c:17]3[cH:18][nH:19][c:20]4[c:25]3[CH2:24][CH2:23][CH2:22][CH2:21]4)[CH2:12][CH2:13]2)[cH:6][cH:7]1.[K+:30].[K+:31]>>[Cl:1][c:2]1[cH:3][cH:4][c:5]([N:8]2[CH2:9][CH2:10][N:11]([CH2:14][CH2:15][CH2:16][c:17]3[cH:18][n:19]([CH3:26])[c:20]4[c:25]3[CH2:24][CH2:23][CH2:22][CH2:21]4)[CH2:12][CH2:13]2)[cH:6][cH:7]1. The reactants are I[Si](C)(C)C (Iodotrimethylsilane), C(C)OC(=O)[C@H]1CN(CC[C@H]1NC(=O)OCC1=CC=CC=C1)CCSC1=NC2=CC(=CC=C2N=C1)OC ((3S,4R)-4-benzyloxycarbonylamino-1-[2-(7-methoxy-quinoxalin-2-ylsulfanyl)-ethyl]-piperidine-3-carboxylic acid ethyl ester). The solvent is ClCCl (dichloromethane). Conditions: temperature 0 celsius, time 4 hour. Product: C(C)OC(=O)[C@H]1CN(CC[C@H]1N)CCSC1=NC2=CC(=CC=C2N=C1)OC ((3S,4R)-4-amino-1-[2-(7-methoxy-quinoxalin-2-ylsulfanyl)-ethyl]-piperidine-3-carboxylic acid ethyl ester). The yield is 59.8%. RXN SMILES: I[Si](C)(C)C.[CH2:6]([O:8][C:9]([C@@H:11]1[C@H:16]([NH:17]C(OCC2C=CC=CC=2)=O)[CH2:15][CH2:14][N:13]([CH2:28][CH2:29][S:30][C:31]2[CH:40]=[N:39][C:38]3[C:33](=[CH:34][C:35]([O:41][CH3:42])=[CH:36][CH:37]=3)[N:32]=2)[CH2:12]1)=[O:10])[CH3:7]>ClCCl>[CH2:6]([O:8][C:9]([C@@H:11]1[C@H:16]([NH2:17])[CH2:15][CH2:14][N:13]([CH2:28][CH2:29][S:30][C:31]2[CH:40]=[N:39][C:38]3[C:33](=[CH:34][C:35]([O:41][CH3:42])=[CH:36][CH:37]=3)[N:32]=2)[CH2:12]1)=[O:10])[CH3:7]. Reported procedure: Iodotrimethylsilane (26 μL, 0.18 mmol, 2.0 eq) is added at 0° C. to a stirred solution of (3S,4R)-4-benzyloxycarbonylamino-1-[2-(7-methoxy-quinoxalin-2-ylsulfanyl)-ethyl]-piperidine-3-carboxylic acid ethyl ester (50 mg, 0.09 mmol, 1.0 eq) in dichloromethane (5 mL). After 2 hours stirring at 0° C. and 4 hours at room temperature, the reaction mixture is quenched with methanol (2 mL) and extracted with dichloromethane (3×5 mL) and a 0.1N hydrochloric acid aqueous solution (5 mL). The combined orga... Starting materials: C(#CCCCCCCCC)C1=CC=C(CNC2=CC=C(C=C2)/C=C/C(=O)OCC)C=C1 (ethyl (2E)-3-{4-[(4-dec-1-ynylbenzyl)amino]phenyl}acrylate), C(C)(=O)Cl (acetyl chloride). Yields the product C(C)(=O)N(C1=CC=C(C=C1)/C=C/C(=O)OCC)CC1=CC=C(C=C1)C#CCCCCCCCC (ethyl (2E)-3-{4-[acetyl(4-dec-1-ynylbenzyl)amino]phenyl}acrylate). As a reaction SMILES: [C:1]([C:11]1[CH:31]=[CH:30][C:14]([CH2:15][NH:16][C:17]2[CH:22]=[CH:21][C:20](/[CH:23]=[CH:24]/[C:25]([O:27][CH2:28][CH3:29])=[O:26])=[CH:19][CH:18]=2)=[CH:13][CH:12]=1)#[C:2][CH2:3][CH2:4][CH2:5][CH2:6][CH2:7][CH2:8][CH2:9][CH3:10].[C:32](Cl)(=[O:34])[CH3:33]>>[C:32]([N:16]([CH2:15][C:14]1[CH:30]=[CH:31][C:11]([C:1]#[C:2][CH2:3][CH2:4][CH2:5][CH2:6][CH2:7][CH2:8][CH2:9][CH3:10])=[CH:12][CH:13]=1)[C:17]1[CH:18]=[CH:19][C:20](/[CH:23]=[CH:24]/[C:25]([O:27][CH2:28][CH3:29])=[O:26])=[CH:21][CH:22]=1)(=[O:34])[CH3:33]. Reported procedure: The title compound was prepared following the procedure E using ethyl (2E)-3-{4-[(4-dec-1-ynylbenzyl)amino]phenyl}acrylate and acetyl chloride as a yellow oil (97%). M+ (ESI): 460.2. HPLC, Rt: 6.0 min (purity: 98.8%).